From a dataset of the Open Reaction Database (ORD), a public repository of structured organic reaction records. describe an organic reaction: reactants, conditions, products, and yield Reactants: CC1CN(C2(C)CCN(C(=O)OC(C)(C)C)CC2)CCN1Cc1ccccc1, CC(=O)O, CO. Yields the product CC1CN(C2(C)CCN(C(=O)OC(C)(C)C)CC2)CCN1. Reaction SMILES: [CH2:1]([c:2]1[cH:3][cH:4][cH:5][cH:6][cH:7]1)[N:8]1[CH:9]([CH3:28])[CH2:10][N:11]([C:14]2([CH3:27])[CH2:15][CH2:16][N:17]([C:20](=[O:21])[O:22][C:23]([CH3:24])([CH3:25])[CH3:26])[CH2:18][CH2:19]2)[CH2:12][CH2:13]1.[CH3:29][C:30](=[O:31])[OH:32].[CH3:33][OH:34]>>[NH:8]1[CH:9]([CH3:28])[CH2:10][N:11]([C:14]2([CH3:27])[CH2:15][CH2:16][N:17]([C:20](=[O:21])[O:22][C:23]([CH3:24])([CH3:25])[CH3:26])[CH2:18][CH2:19]2)[CH2:12][CH2:13]1. The reactants are COC(=O)C1=C(N(C(=C(C1C1=CC(=C(C=C1)OC)OC)C(=O)OC)C)CCCOCC1=CC=CC=C1)C (1,4-dihydro-4-(3,4-dimethoxy-phenyl)-2,6-dimethyl-1-(3-benzyloxypropyl)-3,5-pyridine-dicarboxylic acid 3,5-dimethyl ester), [OH-].[K+] (potassium hydroxide). The solvent is O (water), CS(=O)C (dimethylsulfoxide). Run at temperature 100 celsius. Yields the product COC(=O)C1=C(N(C(=C(C1C1=CC(=C(C=C1)OC)OC)C(=O)O)C)CCCOCC1=CC=CC=C1)C (1,4-dihydro-4-(3,4-dimethoxyphenyl)-2,6-dimethyl-1-(3-benzyloxypropyl)-3,5-pyridinedicarboxylic acid 3-methyl ester). Yield: 42.0%. RXN SMILES: C[O:2][C:3]([C:5]1[CH:10]([C:11]2[CH:16]=[CH:15][C:14]([O:17][CH3:18])=[C:13]([O:19][CH3:20])[CH:12]=2)[C:9]([C:21]([O:23][CH3:24])=[O:22])=[C:8]([CH3:25])[N:7]([CH2:26][CH2:27][CH2:28][O:29][CH2:30][C:31]2[CH:36]=[CH:35][CH:34]=[CH:33][CH:32]=2)[C:6]=1[CH3:37])=[O:4].[OH-].[K+]>CS(C)=O.O>[CH3:24][O:23][C:21]([C:9]1[CH:10]([C:11]2[CH:16]=[CH:15][C:14]([O:17][CH3:18])=[C:13]([O:19][CH3:20])[CH:12]=2)[C:5]([C:3]([OH:4])=[O:2])=[C:6]([CH3:37])[N:7]([CH2:26][CH2:27][CH2:28][O:29][CH2:30][C:31]2[CH:32]=[CH:33][CH:34]=[CH:35][CH:36]=2)[C:8]=1[CH3:25])=[O:22] |f:1.2|. Procedure: After 2.15 g (4.2 mmols) of 1,4-dihydro-4-(3,4-dimethoxy-phenyl)-2,6-dimethyl-1-(3-benzyloxypropyl)-3,5-pyridine-dicarboxylic acid 3,5-dimethyl ester prepared by the process described in Japanese Patent Application Laid Open No. 1-316357 was dissolved in 8 ml of dimethylsulfoxide, 320 mg (4.9 mmols) of potassium hydroxide dissolved in 0.5 ml of water was added to the solution. The mixture was heated at 100° C. for 5 hours. After the solvent was distilled off under reduced pressure, 10 ml of wate... The reactants are C(#N)[BH3-].[Na+] (Sodium cyanoborohydride), N[C@H]1[C@@H]2[C@]3(C[C@@H]([C@H](C[C@@H]3CC[C@H]2[C@@H]2CC[C@@H]([C@@]2(C)C1)C(=O)OC)O)O)C (methyl 11α-amino-2β,3α-dihydroxy-5α-androstane-17β-carboxylate), CC(CC=O)(C)C (3,3-dimethyl-butyraldehyde). Solvent: C(C)O (ethanol), C(O)([O-])=O.[Na+] (sodium hydrogen carbonate). Conditions: time 18 hour. Product: CC(CCN[C@H]1[C@@H]2[C@]3(C[C@@H]([C@H](C[C@@H]3CC[C@H]2[C@@H]2CC[C@@H]([C@@]2(C)C1)C(=O)OC)O)O)C)(C)C (Methyl 11α-(3,3-dimethylbutylamino)-2β,3α-dihydroxy-5α-androstane-17β-carboxylate). The yield is 126.2%. As a reaction SMILES: C([BH3-])#N.[Na+].[NH2:5][C@@H:6]1[CH2:23][C@@:21]2([CH3:22])[C@@H:17]([CH2:18][CH2:19][C@@H:20]2[C:24]([O:26][CH3:27])=[O:25])[C@H:16]2[C@H:7]1[C@:8]1([CH3:30])[C@@H:13]([CH2:14][CH2:15]2)[CH2:12][C@H:11]([OH:28])[C@@H:10]([OH:29])[CH2:9]1.[CH3:31][C:32]([CH3:37])([CH3:36])[CH2:33][CH:34]=O>C(O)C.C(=O)([O-])O.[Na+]>[CH3:31][C:32]([CH3:37])([CH3:36])[CH2:33][CH2:34][NH:5][C@@H:6]1[CH2:23][C@@:21]2([CH3:22])[C@@H:17]([CH2:18][CH2:19][C@@H:20]2[C:24]([O:26][CH3:27])=[O:25])[C@H:16]2[C@H:7]1[C@:8]1([CH3:30])[C@@H:13]([CH2:14][CH2:15]2)[CH2:12][C@H:11]([OH:28])[C@@H:10]([OH:29])[CH2:9]1 |f:0.1,5.6|. Procedure details: Sodium cyanoborohydride (1.5 g) was added to a mixture of methyl 11α-amino-2β,3α-dihydroxy-5α-androstane-17β-carboxylate (760 mg) and 3,3-dimethyl-butyraldehyde (700 mg) in ethanol (30 ml). The mixture was stirred for 18 h, diluted with 5% sodium hydrogen carbonate solution and extracted with ethyl acetate (3×). The extract was washed with water, dried and evaporated to give a foam (1.18 g) which was purified by preparation t.l.c. in ethyl acetate/0.88 ammonia (50:1) to give the title compound (... Starting materials: N1CC2(CCC1)CSC1=C(O2)C2=CC=CC=C2C(C1=O)=O (spiro[naphtho[1,2-b][1,4]oxathiine-2,3′-piperidine]-5,6-dione), C(C1=CC=CC=C1)[C@@H]1OC1 ((2S)-2-benzyloxirane). Product: O[C@H](CN1CC2(CCC1)CSC1=C(O2)C2=CC=CC=C2C(C1=O)=O)CC1=CC=CC=C1 (1′-[(2S)-2-hydroxy-3-phenylpropyl]spiro[naphtho[1,2-b][1,4]oxathiine-2,3′-piperidine]-5,6-dione). As a reaction SMILES: [NH:1]1[CH2:6][CH2:5][CH2:4][C:3]2([O:11][C:10]3[C:12]4[C:17]([C:18](=[O:21])[C:19](=[O:20])[C:9]=3[S:8][CH2:7]2)=[CH:16][CH:15]=[CH:14][CH:13]=4)[CH2:2]1.[CH2:22]([C@H:29]1[CH2:31][O:30]1)[C:23]1[CH:28]=[CH:27][CH:26]=[CH:25][CH:24]=1>>[OH:30][C@@H:29]([CH2:22][C:23]1[CH:28]=[CH:27][CH:26]=[CH:25][CH:24]=1)[CH2:31][N:1]1[CH2:6][CH2:5][CH2:4][C:3]2([O:11][C:10]3[C:12]4[C:17]([C:18](=[O:21])[C:19](=[O:20])[C:9]=3[S:8][CH2:7]2)=[CH:16][CH:15]=[CH:14][CH:13]=4)[CH2:2]1. Reported procedure: Compound 196 was synthesized using spiro[naphtho[1,2-b][1,4]oxathiine-2,3′-piperidine]-5,6-dione, (2S)-2-benzyloxirane and conditions outlined in procedure Y. M.p.=59-60° C., 400 MHz 1H NMR (CDCl3) δ: 8.05-8.03 (br d, J=7.43 Hz, 1H), 7.73-7.70 (m, 1H), 7.65-7.60 (m, 1H), 7.52-7.44 (m, 1H), 7.31-7.18 (m, 5H), 3.95-3.91 (m, 1H), 3.18-2.91 (m, 3H), 2.78-2.53 (m, 5H), 2.45-2.33 (m, 2H), 2.03-1.71 (m, 4H); LCMS: 436 [M+H].